This data is from the Open Reaction Database (ORD), a public repository of structured organic reaction records. The task is: describe an organic reaction: reactants, conditions, products, and yield The reactants are Br, CSCCC(NC(=O)Cc1cc(F)cc(F)c1)C(=O)O, NC1C(=O)Nc2ccccc2SC1c1ccccc1, CC(NC(=O)Cc1ccccc1)C(=O)NC1C(=O)Nc2ccccc2SC1c1ccccc1. Product: CSCCC(NC(=O)Cc1cc(F)cc(F)c1)C(=O)NC1C(=O)Nc2ccccc2SC1c1ccccc1. Reaction SMILES: [BrH:34].[F:54][c:55]1[cH:56][c:57]([CH2:62][C:63](=[O:64])[NH:65][CH:66]([CH2:67][CH2:68][S:69][CH3:70])[C:71](=[O:72])[OH:73])[cH:58][c:59]([F:61])[cH:60]1.[NH2:35][CH:36]1[CH:37]([c:48]2[cH:49][cH:50][cH:51][cH:52][cH:53]2)[S:38][c:39]2[c:40]([cH:44][cH:45][cH:46][cH:47]2)[NH:41][C:42]1=[O:43].[O:1]=[C:2]1[NH:3][c:4]2[cH:5][cH:6][cH:7][cH:8][c:9]2[S:10][CH:11]([c:12]2[cH:13][cH:14][cH:15][cH:16][cH:17]2)[CH:18]1[NH:19][C:20](=[O:21])[CH:22]([CH3:23])[NH:24][C:25](=[O:26])[CH2:27][c:28]1[cH:29][cH:30][cH:31][cH:32][cH:33]1>>[NH:35]([CH:36]1[CH:37]([c:48]2[cH:49][cH:50][cH:51][cH:52][cH:53]2)[S:38][c:39]2[c:40]([cH:44][cH:45][cH:46][cH:47]2)[NH:41][C:42]1=[O:43])[C:71]([CH:66]([NH:65][C:63]([CH2:62][c:57]1[cH:56][c:55]([F:54])[cH:60][c:59]([F:61])[cH:58]1)=[O:64])[CH2:67][CH2:68][S:69][CH3:70])=[O:72]. Starting materials: COC=1C=C2CC=C(C(C2=CC1)(C)C)C1=C(C=C(C=C1)OC)[N+](=O)[O-] (6-methoxy-2-(4-methoxy-2-nitrophenyl)-1,1-dimethyl-1,4-dihydronaphthalene). The reagents and catalysts are [Pd] (palladium). The solvent is O1CCCC1 (tetrahydrofuran), CO (methanol). Reaction conditions: time 3.5 hour. The product is COC=1C=CC(=C(C1)N)C1C(C2=CC=C(C=C2CC1)OC)(C)C (5-Methoxy-2-(6-methoxy-1,1-dimethyl-1,2,3,4-tetrahydronaphthalen-2-yl)phenylamine). The yield is 79.0%. As a reaction SMILES: [CH3:1][O:2][C:3]1[CH:4]=[C:5]2[C:10](=[CH:11][CH:12]=1)[C:9]([CH3:14])([CH3:13])[C:8]([C:15]1[CH:20]=[CH:19][C:18]([O:21][CH3:22])=[CH:17][C:16]=1[N+:23]([O-])=O)=[CH:7][CH2:6]2>O1CCCC1.CO.[Pd]>[CH3:22][O:21][C:18]1[CH:19]=[CH:20][C:15]([CH:8]2[CH2:7][CH2:6][C:5]3[C:10](=[CH:11][CH:12]=[C:3]([O:2][CH3:1])[CH:4]=3)[C:9]2([CH3:14])[CH3:13])=[C:16]([NH2:23])[CH:17]=1. Reported procedure: To a solution of 6-methoxy-2-(4-methoxy-2-nitrophenyl)-1,1-dimethyl-1,4-dihydronaphthalene (433 mg) in tetrahydrofuran (6 ml) and methanol (6 ml) was added 10% palladium-activated charcoal (200 mg), and the solution was stirred for 3.5 hours at room temperature under a hydrogen atmosphere at 4 atmospheric pressures. After filtration through celite pad, the solvent was evaporated in vacuo, and the resulting solid was washed with hexane-diethyl ether system to provide the title compound (314 mg).